Dataset: the Open Reaction Database (ORD), a public repository of structured organic reaction records. Task: describe an organic reaction: reactants, conditions, products, and yield Starting materials: C1COCCN1, CCCCO, FC(F)(F)Oc1ccc(Nc2cc(Cl)nc(-c3ccccc3)n2)cc1. The product is FC(F)(F)Oc1ccc(Nc2cc(N3CCOCC3)nc(-c3ccccc3)n2)cc1. RXN SMILES: [CH2:26]1[CH2:27][O:28][CH2:29][CH2:30][NH:31]1.[CH2:32]([OH:33])[CH2:34][CH2:35][CH3:36].[Cl:1][c:2]1[cH:3][c:4]([NH:14][c:15]2[cH:16][cH:17][c:18]([O:21][C:22]([F:23])([F:24])[F:25])[cH:19][cH:20]2)[n:5][c:6](-[c:8]2[cH:9][cH:10][cH:11][cH:12][cH:13]2)[n:7]1>>[c:2]1([N:31]2[CH2:26][CH2:27][O:28][CH2:29][CH2:30]2)[cH:3][c:4]([NH:14][c:15]2[cH:16][cH:17][c:18]([O:21][C:22]([F:23])([F:24])[F:25])[cH:19][cH:20]2)[n:5][c:6](-[c:8]2[cH:9][cH:10][cH:11][cH:12][cH:13]2)[n:7]1. The reactants are C(C)(C)(C)C=1C=C(C=O)C=C(C1O)C(C)(C)C (3,5-di-t-butyl-4-hydroxybenzaldehyde), S(=O)(=O)(CC#N)CC#N (sulphonyl diacetonitrile). The product is C(C)(C)(C)C=1C=C(C=C(C1O)C(C)(C)C)/C=C(\C#N)/S(=O)(=O)CC#N ((E)-3-(3,5-Di-t-butyl-4-hydroxyphenyl)-2-(cyanomethylsulfonyl)acrylonitrile). RXN SMILES: [C:1]([C:5]1[CH:6]=[C:7]([CH:10]=[C:11]([C:14]([CH3:17])([CH3:16])[CH3:15])[C:12]=1[OH:13])[CH:8]=O)([CH3:4])([CH3:3])[CH3:2].[S:18]([CH2:24][C:25]#[N:26])([CH2:21][C:22]#[N:23])(=[O:20])=[O:19]>>[C:1]([C:5]1[CH:6]=[C:7](/[CH:8]=[C:21](/[S:18]([CH2:24][C:25]#[N:26])(=[O:20])=[O:19])\[C:22]#[N:23])[CH:10]=[C:11]([C:14]([CH3:17])([CH3:16])[CH3:15])[C:12]=1[OH:13])([CH3:4])([CH3:3])[CH3:2]. Reported procedure: The titled compound was prepared with 3,5-di-t-butyl-4-hydroxybenzaldehyde and sulphonyl diacetonitrile under the similar condition as described for EXAMPLE 2. Starting materials: CCC(CC)COC(C1=CC=CC=C1)(C2=CC=CC=C2)C(=O)N(C)CC[NH+](C)C.[Cl-] (X-100), C(CO)(=O)[O-] (glycolate), C(CO)(=O)O (glycolic acid), NCP(O)(O)=O (aminomethylphosphonic acid), C(C(C)C)(=O)O (isobutyric acid), flavin mononucleotide, [OH-].[Na+] (NaOH), [OH-].[Na+] (NaOH). Solvent: solution. Run at temperature 5 celsius, time 1 hour. Product: C(C=O)(=O)O (glyoxylic acid), C(C(=O)O)(=O)O (oxalic acid). RXN SMILES: [C:1]([OH:5])(=[O:4])[CH2:2][OH:3].NCP(=O)(O)O.C(O)(=[O:16])C(C)C.[OH-].[Na+].[C:20]([O-:24])(=[O:23])[CH2:21][OH:22].CCC(COC(C(N(CC[NH+](C)C)C)=O)(C1C=CC=CC=1)C1C=CC=CC=1)CC.[Cl-]>>[C:1]([OH:5])(=[O:4])[CH:2]=[O:3].[C:21]([OH:16])(=[O:22])[C:20]([OH:24])=[O:23] |f:3.4,6.7|. Procedure: A 300-mL EZE-Seal stirred autoclave reactor equipped with Dispersimax Impeller (Autoclave Engineers) was charged with 100 mL of a solution containing glycolic acid (0.500M), aminomethylphosphonic acid (0.375M), isobutyric acid (0.100M, HPLC internal standard), and flavin mononucleotide (0.01 mM) at pH 8.3 (adjusted with 50% NaOH), and the solution cooled to 5° C. To the reactor was then added 10 g of Pichia pastoris transformant, NRRL Y-21001, (391 IU glycolate oxidase and 457,000 IU catalase) w... The reactants are CC(=O)OCC1Cc2ccc(Cl)c(Cl)c2O1, CNC, CCO, O=S(=O)(O)Cl, ClCCl, O, O=S(Cl)Cl. Yields the product CC(=O)OCC1Cc2cc(S(=O)(=O)N(C)C)c(Cl)c(Cl)c2O1. As a reaction SMILES: [C:1]([CH3:2])(=[O:3])[O:4][CH2:5][CH:6]1[O:7][c:8]2[c:9]([cH:11][cH:12][c:13]([Cl:16])[c:14]2[Cl:15])[CH2:10]1.[CH3:23][NH:24][CH3:25].[CH3:33][CH2:34][OH:35].[Cl:17][S:18](=[O:19])(=[O:20])[OH:21].[Cl:30][CH2:31][Cl:32].[OH2:22].[S:26]([Cl:27])([Cl:28])=[O:29]>>[C:1]([CH3:2])(=[O:3])[O:4][CH2:5][CH:6]1[O:7][c:8]2[c:9]([cH:11][c:12]([S:18](=[O:19])(=[O:21])[N:24]([CH3:23])[CH3:25])[c:13]([Cl:16])[c:14]2[Cl:15])[CH2:10]1. Starting materials: ClC=1C=C(C=CC1CC=1N(C(=CC1)C(C1=CC=C(C=C1)C)=O)C)[N+](=O)[O-] (3-Chloro-4-{5-(4-methylbenzoyl)-1-methyl-1H-pyrrol-2-ylmethyl}nitrobenzene), [Cl-].[NH4+] (ammonium chloride). Reagents/catalysts: [Fe] (iron). Solvent: C(C)O (ethanol). Yields the product ClC=1C=C(N)C=CC1CC=1N(C(=CC1)C(C1=CC=C(C=C1)C)=O)C (3-chloro-4-{5-(4-methylbenzoyl)-1-methyl-1H-pyrrol-2-ylmethyl}aniline). Yield: 91.5%. Reaction SMILES: [Cl:1][C:2]1[CH:3]=[C:4]([N+:24]([O-])=O)[CH:5]=[CH:6][C:7]=1[CH2:8][C:9]1[N:10]([CH3:23])[C:11]([C:14](=[O:22])[C:15]2[CH:20]=[CH:19][C:18]([CH3:21])=[CH:17][CH:16]=2)=[CH:12][CH:13]=1.[Cl-].[NH4+]>C(O)C.[Fe]>[Cl:1][C:2]1[CH:3]=[C:4]([CH:5]=[CH:6][C:7]=1[CH2:8][C:9]1[N:10]([CH3:23])[C:11]([C:14](=[O:22])[C:15]2[CH:20]=[CH:19][C:18]([CH3:21])=[CH:17][CH:16]=2)=[CH:12][CH:13]=1)[NH2:24] |f:1.2|. Reported procedure: 3-Chloro-4-{5-(4-methylbenzoyl)-1-methyl-1H-pyrrol-2-ylmethyl}nitrobenzene (14.38 g, 39.0 mmol) [prepared as in Example 4, Step (c)] was dissolved in ethanol (300 ml) and an aqueous solution of ammonium chloride (14.0 g in 150 ml) and iron powder (14.0 g) were added to the solution. The reaction mixture was refluxed for 30 min, then cooled to room temperature and filtered. The filtrate was concentrated, diluted with water, and extracted with ether and methylene chloride. The organic layer were c...